describe an organic reaction: reactants, conditions, products, and yield From a dataset of the Open Reaction Database (ORD), a public repository of structured organic reaction records. The reactants are OC=1C=C(C=CC1)C1=C(C=C(C=C1)C(=O)OC)C(C)(C)C (methyl 3′-hydroxy-2-tert-butylbiphenyl-4-carboxylate), C(C1=CC=CC=C1)(=O)OCC=1C=C(CBr)C=CC1COC(C1=CC=CC=C1)=O (3,4-bis(benzoyloxymethyl)benzyl bromide), C([O-])([O-])=O.[K+].[K+] (potassium carbonate). Product: C1(=CC=CC=C1)C(=O)OCC=1C=C(COC=2C=C(C=CC2)C2=C(C=C(C=C2)C(=O)OCC)C(C)(C)C)C=CC1COC(=O)C1=CC=CC=C1 (Ethyl 3′[3,4-bis-(1-phenylmethanoyloxymethyl)benzyloxy]-2-tert-butylbiphenyl-4-carboxylate). As a reaction SMILES: [OH:1][C:2]1[CH:3]=[C:4]([C:8]2[CH:13]=[CH:12][C:11]([C:14]([O:16][CH3:17])=[O:15])=[CH:10][C:9]=2[C:18]([CH3:21])([CH3:20])[CH3:19])[CH:5]=[CH:6][CH:7]=1.[C:22]([O:30][CH2:31][C:32]1[CH:33]=[C:34]([CH:37]=[CH:38][C:39]=1[CH2:40][O:41][C:42](=[O:49])[C:43]1[CH:48]=[CH:47][CH:46]=[CH:45][CH:44]=1)[CH2:35]Br)(=[O:29])[C:23]1[CH:28]=[CH:27][CH:26]=[CH:25][CH:24]=1.[C:50](=O)([O-])[O-].[K+].[K+]>>[C:23]1([C:22]([O:30][CH2:31][C:32]2[CH:33]=[C:34]([CH:37]=[CH:38][C:39]=2[CH2:40][O:41][C:42]([C:43]2[CH:48]=[CH:47][CH:46]=[CH:45][CH:44]=2)=[O:49])[CH2:35][O:1][C:2]2[CH:3]=[C:4]([C:8]3[CH:13]=[CH:12][C:11]([C:14]([O:16][CH2:17][CH3:50])=[O:15])=[CH:10][C:9]=3[C:18]([CH3:21])([CH3:20])[CH3:19])[CH:5]=[CH:6][CH:7]=2)=[O:29])[CH:28]=[CH:27][CH:26]=[CH:25][CH:24]=1 |f:2.3.4|. Procedure details: In a manner similar to that of Example 1(i), by reaction of 5.3 g (17.7 mmol) of methyl 3′-hydroxy-2-tert-butylbiphenyl-4-carboxylate with 8.46 g (19 mmol) of 3,4-bis(benzoyloxymethyl)benzyl bromide and 2.54 g (18 mmol) of potassium carbonate, the desired product is obtained in the form of a yellow oil (m=11 g; Y=94%). The reactants are COC(=O)c1cc(-c2ccccc2)c(Br)c2cc(C(C)(C)C)oc12, CO, [K+], C1CCOC1, [OH-]. Product: CC(C)(C)c1cc2c(Br)c(-c3ccccc3)cc(C(=O)O)c2o1. RXN SMILES: [Br:5][c:6]1[c:7](-[c:23]2[cH:24][cH:25][cH:26][cH:27][cH:28]2)[cH:8][c:9]([C:19](=[O:20])[O:21][CH3:22])[c:10]2[c:11]1[cH:12][c:13]([C:15]([CH3:16])([CH3:17])[CH3:18])[o:14]2.[CH3:1][OH:2].[K+:4].[O:29]1[CH2:30][CH2:31][CH2:32][CH2:33]1.[OH-:3]>>[Br:5][c:6]1[c:7](-[c:23]2[cH:24][cH:25][cH:26][cH:27][cH:28]2)[cH:8][c:9]([C:19](=[O:20])[OH:21])[c:10]2[c:11]1[cH:12][c:13]([C:15]([CH3:16])([CH3:17])[CH3:18])[o:14]2.